Dataset: the Open Reaction Database (ORD), a public repository of structured organic reaction records. Task: describe an organic reaction: reactants, conditions, products, and yield Reactants: O=C(CBr)OCc1ccccc1, CC(C)(C)O, CC(C)(C)[O-], [K+], COC(=O)C1CCCn2c(=O)[nH]c(=O)n21. The product is COC(=O)C1CCCn2c(=O)n(CC(=O)OCc3ccccc3)c(=O)n21. Reaction SMILES: [Br:22][CH2:23][C:24](=[O:25])[O:26][CH2:27][c:28]1[cH:29][cH:30][cH:31][cH:32][cH:33]1.[C:34]([OH:35])([CH3:36])([CH3:37])[CH3:38].[CH3:16][C:17]([CH3:18])([O-:19])[CH3:20].[K+:21].[O:1]=[c:2]1[nH:3][c:4](=[O:15])[n:5]2[n:6]1[CH2:7][CH2:8][CH2:9][CH:10]2[C:11](=[O:12])[O:13][CH3:14]>>[O:1]=[c:2]1[n:3]([CH2:23][C:24](=[O:25])[O:26][CH2:27][c:28]2[cH:29][cH:30][cH:31][cH:32][cH:33]2)[c:4](=[O:15])[n:5]2[n:6]1[CH2:7][CH2:8][CH2:9][CH:10]2[C:11](=[O:12])[O:13][CH3:14]. Starting materials: BrC12CC3(CC(CC(C1)C3)C2)Br (1,3-dibromoadamantane), Br (hydrogen bromide), [Br-].[Al+3].[Br-].[Br-] (aluminum bromide), BrC1=CC(=CC=C1)Br (1,3-dibromobenzene). Product: BrC=1C=C(C=C(C1)Br)C12CC3(CC(CC(C1)C3)C2)C2=CC(=CC(=C2)Br)Br (1,3-bis(3,5-dibromophenyl)adamantane). Isolated yield 194.3%. Reported procedure: After the air inside a 1 litter flask equipped with a thermometer and stirrer was replaced by nitrogen, 43 g of 1,3-dibromoadamantane and 10 g of anhydrous aluminum bromide were placed therein, and then the inside of the flask was cooled to 0° C. Thereto was added 190 g of 1,3-dibromobenzene that was cooled to 5° C. in advance, and the resulting material was agitated and reacted at an inside temperature of 0 to 10° C. for 7 hours. The reaction was carried out while the hydrogen bromide gas that ... Conditions: temperature 0 celsius. RXN SMILES: Br[C:2]12[CH2:11][CH:6]3[CH2:7][CH:8]([CH2:10][C:4](Br)([CH2:5]3)[CH2:3]1)[CH2:9]2.[Br-:13].[Al+3].[Br-:15].[Br-].[Br:17][C:18]1[CH:23]=[CH:22][CH:21]=[C:20]([Br:24])[CH:19]=1.Br>>[Br:17][C:18]1[CH:23]=[C:22]([C:2]23[CH2:11][CH:6]4[CH2:7][CH:8]([CH2:10][C:4]([C:2]5[CH:11]=[C:6]([Br:13])[CH:5]=[C:4]([Br:15])[CH:3]=5)([CH2:5]4)[CH2:3]2)[CH2:9]3)[CH:21]=[C:20]([Br:24])[CH:19]=1 |f:1.2.3.4|. Reactants: O=C1CC(=O)CC2(CCCCC2)C1, CC(=O)[O-], [NH4+]. The product is NC1=CC(=O)CC2(CCCCC2)C1. As a reaction SMILES: [CH2:1]1[C:2](=[O:13])[CH2:3][C:4](=[O:12])[CH2:5][C:6]12[CH2:7][CH2:8][CH2:9][CH2:10][CH2:11]2.[CH3:15][C:16](=[O:17])[O-:18].[NH4+:14]>>[CH2:1]1[C:2](=[O:13])[CH:3]=[C:4]([NH2:14])[CH2:5][C:6]12[CH2:7][CH2:8][CH2:9][CH2:10][CH2:11]2. The reactants are FC1=C(C=C(C=C1)F)N (2,5-difluoro-phenylamine), CCOC(=S)[S-].[K+] (potassium o-ethyl dithiocarbonate), Cl (HCl). Run in ice water, CN(C)C=O (DMF). Reaction conditions: temperature 120 celsius. The product is FC=1C=CC2=C(N=C(S2)S)C1 (5-fluorobenzo[d]thiazole-2-thiol). The yield is 67.0%. Reaction SMILES: F[C:2]1[CH:7]=[CH:6][C:5]([F:8])=[CH:4][C:3]=1[NH2:9].CCO[C:13]([S-:15])=[S:14].[K+].Cl>CN(C=O)C>[F:8][C:5]1[CH:6]=[CH:7][C:2]2[S:14][C:13]([SH:15])=[N:9][C:3]=2[CH:4]=1 |f:1.2|. Procedure details: A mixture of 2,5-difluoro-phenylamine (129 mg, 1 mmol) and potassium o-ethyl dithiocarbonate (352 mg, 2.2 mmol) in DMF (5 mL) was heated to 120° C. for 15 min in microwave. The reaction mixture was cooled, diluted with 10 mL of ice water, and acidified with 3 mL of HCl solution (1 mol/L). Then the mixture was extracted with EtOAc (3×50 mL), washed with brine and dried over Na2SO4. The dried organic layers were concentrated to give 5-fluorobenzo[d]thiazole-2-thiol (120 mg, 0.67 mmol, 67%). ESI-MS... Reactants: N(=NC(=O)OCC)C(=O)OCC (diethyl azodicarboxylate), C1(=CC=CC=C1)C(CCO)(C1=CC=CC=C1)C1=CC=CC=C1 (3,3,3-triphenylpropanol), C(C)(C)(C)OC(=O)NC(=NCCC1=CC=C(C=C1)O)NC(=O)OC(C)(C)C (N,N'-Bis(t-butoxycarbonyl)-N"-2-(4-hydroxyphenyl)ethylguanidine), C1(=CC=CC=C1)P(C1=CC=CC=C1)C1=CC=CC=C1 (triphenyphosphine). The solvent is C1CCOC1 (THF), C1CCOC1 (THF). Product: C1(=CC=CC=C1)C(CCOC1=CC=C(C=C1)CCNC(=N)N)(C1=CC=CC=C1)C1=CC=CC=C1 (2-(4-(3,3,3-triphenylpropoxy)phenyl)ethylguanidine), gum. The yield is 31.0%. As a reaction SMILES: [C:1]1([C:7]([C:17]2[CH:22]=[CH:21][CH:20]=[CH:19][CH:18]=2)([C:11]2[CH:16]=[CH:15][CH:14]=[CH:13][CH:12]=2)[CH2:8][CH2:9][OH:10])[CH:6]=[CH:5][CH:4]=[CH:3][CH:2]=1.C(OC([NH:30][C:31]([NH:42]C(OC(C)(C)C)=O)=[N:32][CH2:33][CH2:34][C:35]1[CH:40]=[CH:39][C:38](O)=[CH:37][CH:36]=1)=O)(C)(C)C.C1(P(C2C=CC=CC=2)C2C=CC=CC=2)C=CC=CC=1.N(C(OCC)=O)=NC(OCC)=O>C1COCC1>[C:17]1([C:7]([C:1]2[CH:2]=[CH:3][CH:4]=[CH:5][CH:6]=2)([C:11]2[CH:12]=[CH:13][CH:14]=[CH:15][CH:16]=2)[CH2:8][CH2:9][O:10][C:38]2[CH:37]=[CH:36][C:35]([CH2:34][CH2:33][NH:32][C:31]([NH2:42])=[NH:30])=[CH:40][CH:39]=2)[CH:18]=[CH:19][CH:20]=[CH:21][CH:22]=1. Procedure: A solution of 3,3,3-triphenylpropanol (11.54 g, 40 mmol), N,N'-Bis(t-butoxycarbonyl)-N"-2-(4-hydroxyphenyl)ethylguanidine (15.18 g, 40 mmol), and triphenyphosphine (1.54 g, 44 mmol) in THF (400 mL) was cooled to -15° C., and a solution of diethyl azodicarboxylate (7.66 g, 44 mmol) in 50 mL THF was added dropwise with stirring. The mixture was allowed to warm to room temperature, and then refluxed for 4 hr. The mixture was concentrated, and the residue taken up in toluene (300 mL). Triphenylphosp...